This data is from the Open Reaction Database (ORD), a public repository of structured organic reaction records. The task is: describe an organic reaction: reactants, conditions, products, and yield Reactants: Nc1ccc(Br)cc1F, Cc1ccccc1, Clc1nc2ccccc2o1. Product: Fc1cc(Br)ccc1Nc1nc2ccccc2o1. RXN SMILES: [Br:1][c:2]1[cH:3][c:4]([F:9])[c:5]([NH2:6])[cH:7][cH:8]1.[CH3:20][c:21]1[cH:22][cH:23][cH:24][cH:25][cH:26]1.[Cl:10][c:11]1[o:12][c:13]2[c:14]([n:15]1)[cH:16][cH:17][cH:18][cH:19]2>>[Br:1][c:2]1[cH:3][c:4]([F:9])[c:5]([NH:6][c:11]2[o:12][c:13]3[c:14]([n:15]2)[cH:16][cH:17][cH:18][cH:19]3)[cH:7][cH:8]1. The reactants are C(C1=CC=CC=C1)(=O)OCCC(OCC)OCC (3-ethoxy-4-oxahexyl benzoate), Cl (hydrochloric acid), O (water). Run in O1CCCC1 (tetrahydrofuran). Reaction conditions: time 3 hour. The product is C(C1=CC=CC=C1)(=O)OCCC=O (3-oxopropyl benzoate). Yield: 53.3%. As a reaction SMILES: [C:1]([O:9][CH2:10][CH2:11][CH:12](OCC)[O:13]CC)(=[O:8])[C:2]1[CH:7]=[CH:6][CH:5]=[CH:4][CH:3]=1.Cl.O>O1CCCC1>[C:1]([O:9][CH2:10][CH2:11][CH:12]=[O:13])(=[O:8])[C:2]1[CH:7]=[CH:6][CH:5]=[CH:4][CH:3]=1. Procedure: To a stirred solution of 5.0 grams (0.020 mole) of 3-ethoxy-4-oxahexyl benzoate in 100 ml of tetrahydrofuran was added 100 ml of aqueous 5% hydrochloric acid. The reaction mixture was stirred at ambient temperature for three hours, and then it was poured into 100 ml of water. The mixture was extracted with two 100 ml portions of diethyl ether. The combined extracts were dried with magnesium sulfate and filtered. The filtrate was concentrated under reduced pressure yielding 1.9 grams of 3-oxoprop...